Dataset: the Open Reaction Database (ORD), a public repository of structured organic reaction records. Task: describe an organic reaction: reactants, conditions, products, and yield The product is CCC1(c2cccc(O)c2)CCCCN(C)C1. As a reaction SMILES: [Al+3:21].[CH2:1]([CH3:2])[C:3]1([c:12]2[cH:13][c:14]([OH:18])[cH:15][cH:16][cH:17]2)[C:4](=[O:11])[N:5]([CH3:10])[CH2:6][CH2:7][CH2:8][CH2:9]1.[H-:19].[H-:22].[H-:23].[H-:24].[Li+:20].[O:26]1[CH2:27][CH2:28][CH2:29][CH2:30]1.[OH2:25]>>[CH2:1]([CH3:2])[C:3]1([c:12]2[cH:13][c:14]([OH:18])[cH:15][cH:16][cH:17]2)[CH2:4][N:5]([CH3:10])[CH2:6][CH2:7][CH2:8][CH2:9]1. The reactants are [Al+3], CCC1(c2cccc(O)c2)CCCCN(C)C1=O, [H-], [H-], [H-], [H-], [Li+], C1CCOC1, O. Reactants: C1(CCCC(=O)O1)=O (Glutaric anhydride), N1CCOCC1 (morpholine). Solvent: O1CCCC1 (tetrahydrofuran). Run at time 19 hour. Product: N1(CCOCC1)C(CCCC(=O)O)=O (5-Morpholin-4-yl-5-oxopentanoic acid). Isolated yield 52.3%. As a reaction SMILES: [C:1]1(=[O:8])[O:7][C:5](=[O:6])[CH2:4][CH2:3][CH2:2]1.[NH:9]1[CH2:14][CH2:13][O:12][CH2:11][CH2:10]1>O1CCCC1>[N:9]1([C:5](=[O:6])[CH2:4][CH2:3][CH2:2][C:1]([OH:7])=[O:8])[CH2:14][CH2:13][O:12][CH2:11][CH2:10]1. Procedure: Glutaric anhydride (1.14 g) is dissolved in tetrahydrofuran (20 ml), and thereto is added morpholine (0.87 g). The mixture is then stirred at room temperature for 19 hours. The reaction solution is concentrated under reduced pressure, and the residue is diluted with chloroform and washed with 10% hydrochloric acid. The organic layer is dried over sodium sulfate and evaporated to remove the solvent under reduced pressure to give the title compound (1.05 g). ESI-MS M/Z:200[M−H]− Reactants: NC1=C(C=C(C(=O)N)C=C1)OC1=C(C=C(C=C1)F)F (4-amino-3-(2,4-difluorophenoxy)benzamide), CS(=O)(=O)Cl (methanesulfonyl chloride). Run in N1=CC=CC=C1 (pyridine). Reaction conditions: temperature 5 celsius, time 30 minute. The product is FC1=C(OC=2C=C(C(=O)N)C=CC2NS(=O)(=O)C)C=CC(=C1)F (3-(2,4-difluorophenoxy)-4-(methanesulfonamido)benzamide). The yield is 69.7%. As a reaction SMILES: [NH2:1][C:2]1[CH:10]=[CH:9][C:5]([C:6]([NH2:8])=[O:7])=[CH:4][C:3]=1[O:11][C:12]1[CH:17]=[CH:16][C:15]([F:18])=[CH:14][C:13]=1[F:19].[CH3:20][S:21](Cl)(=[O:23])=[O:22]>N1C=CC=CC=1>[F:19][C:13]1[CH:14]=[C:15]([F:18])[CH:16]=[CH:17][C:12]=1[O:11][C:3]1[CH:4]=[C:5]([CH:9]=[CH:10][C:2]=1[NH:1][S:21]([CH3:20])(=[O:23])=[O:22])[C:6]([NH2:8])=[O:7]. Reported procedure: A mixture of 4-amino-3-(2,4-difluorophenoxy)benzamide (0.82 g) and methanesulfonyl chloride (0.39 g) in pyridine (5 ml) was stirred for 15 minutes at 5° C. and for 30 minutes at room temperature. Pyridine was evaporated under reduced pressure, and the residue was dissolved in ethyl acetate, washed with diluted hydrochloric acid and a saturated aqueous solution of sodium chloride, dried over magnesium sulfate, and concentrated under reduced pressure. The residue (1.1 g) was subjected to column ch... The reactants are [OH-].[Na+] (sodium hydroxide), COC1=NC(=NC(=C1)C)C(=O)OCC (ethyl 4-methoxy-6-methylpyrimidine-2-carboxylate). Run in C(C)O (ethanol), O (water), C(C)O (ethanol). Run at time 12 hour. Product: COC1=NC(=NC(=C1)C)C(=O)O (4-Methoxy-6-methylpyrimidine-2-carboxylic acid). As a reaction SMILES: [OH-].[Na+].[CH3:3][O:4][C:5]1[CH:10]=[C:9]([CH3:11])[N:8]=[C:7]([C:12]([O:14]CC)=[O:13])[N:6]=1>C(O)C.O>[CH3:3][O:4][C:5]1[CH:10]=[C:9]([CH3:11])[N:8]=[C:7]([C:12]([OH:14])=[O:13])[N:6]=1 |f:0.1|. Procedure: A solution of 11.5 g of sodium hydroxide in 156 ml of ethanol and 78 ml of water is added to a stirred solution of 51.5 g of ethyl 4-methoxy-6-methylpyrimidine-2-carboxylate in 280 ml of ethanol. Stirring is continued for 12 hours at room temperature, and the sodium salt of the carboxylic acid, which has precipitated, is filtered off with suction. The sodium salt is transferred to a solution of 17.3 g of acetyl chloride in 220 ml of methanol, and the sodium chloride, which has precipitated, is f... The reactants are C(C)O[C@H](C(=O)OC)CC1=CC=C(C=C1)C1=CSC(=C1)CNC (methyl 2(S)-ethoxy-3-[4-(5-methylaminomethylthiophen-3-yl)phenyl]propanoate), C1(CCCC1)CC(=O)Cl (2-cyclopentylacetyl chloride). Yields the product C1(CCCC1)CC(=O)CNCC1=CC(=CS1)C1=CC=C(C=C1)C[C@@H](C(=O)OC)OCC (methyl 3-[4-(5-{[(2-cyclopentylacetyl)methylamino]methyl}thiophen-3-yl)phenyl]-2(S)-ethoxypropanoate). The yield is 87.9%. Reaction SMILES: [CH2:1]([O:3][C@@H:4]([CH2:9][C:10]1[CH:15]=[CH:14][C:13]([C:16]2[CH:20]=[C:19]([CH2:21][NH:22][CH3:23])[S:18][CH:17]=2)=[CH:12][CH:11]=1)[C:5]([O:7][CH3:8])=[O:6])[CH3:2].[CH:24]1([CH2:29][C:30](Cl)=[O:31])[CH2:28][CH2:27][CH2:26][CH2:25]1>>[CH:24]1([CH2:29][C:30]([CH2:23][NH:22][CH2:21][C:19]2[S:18][CH:17]=[C:16]([C:13]3[CH:14]=[CH:15][C:10]([CH2:9][C@H:4]([O:3][CH2:1][CH3:2])[C:5]([O:7][CH3:8])=[O:6])=[CH:11][CH:12]=3)[CH:20]=2)=[O:31])[CH2:28][CH2:27][CH2:26][CH2:25]1. Reported procedure: In a manner similar to that of Example 16(e), starting with 0.35 g (1 mmol) of methyl 2(S)-ethoxy-3-[4-(5-methylaminomethylthiophen-3-yl)phenyl]propanoate and 170 μl (1.15 mmol) of 2-cyclopentylacetyl chloride, 0.39 g (85%) of methyl 3-[4-(5-{[(2-cyclopentylacetyl)methylamino]methyl}thiophen-3-yl)phenyl]-2(S)-ethoxypropanoate is obtained.